Dataset: the Open Reaction Database (ORD), a public repository of structured organic reaction records. Task: describe an organic reaction: reactants, conditions, products, and yield Reactants: [Na], CN(C)C=O, CC(C)(C)OC(=O)Nc1cccc(COS(C)(=O)=O)c1, c1c[nH]cn1. Yields the product CC(C)(C)OC(=O)Nc1cccc(Cn2ccnc2)c1. Reaction SMILES: [Na:26].[O:27]=[CH:28][N:29]([CH3:30])[CH3:31].[S:1]([O:2][CH2:6][c:7]1[cH:8][c:9]([NH:13][C:14](=[O:15])[O:16][C:17]([CH3:18])([CH3:19])[CH3:20])[cH:10][cH:11][cH:12]1)([CH3:3])(=[O:4])=[O:5].[nH:21]1[cH:22][n:23][cH:24][cH:25]1>>[CH2:6]([c:7]1[cH:8][c:9]([NH:13][C:14](=[O:15])[O:16][C:17]([CH3:18])([CH3:19])[CH3:20])[cH:10][cH:11][cH:12]1)[n:21]1[cH:22][n:23][cH:24][cH:25]1. Starting materials: C1=CC=CC=2C3=CC=CC=C3CC12 (fluorene), 22B, C(C)(C)(C)C1=C(C=CC(=C1)C(C)(C)C)O (2,4di-tert-butylphenol), C(C=O)(=O)O (glyoxylic acid), ClCCCl (1,2-dichloroethane). Reagents/catalysts: O.C1(=CC=C(C=C1)S(=O)(=O)O)C (p-toluenesulfonic acid monohydrate). The solvent is O (water), O (water). Yields the product C(C)(C)(C)C=1C=C(C2=C(C(C(O2)=O)C=2C=CC=3CC4=CC=CC=C4C3C2)C1)C(C)(C)C (5,7-di-tert-butyl-3-(9H-fluoren-3-yl)-3H-benzofuran-2-one). Yield: 17.1%. As a reaction SMILES: [C:1]([C:5]1[CH:10]=[C:9]([C:11]([CH3:14])([CH3:13])[CH3:12])[CH:8]=[CH:7][C:6]=1[OH:15])([CH3:4])([CH3:3])[CH3:2].[C:16]([OH:20])(=O)[CH:17]=O.ClCCCl.[CH:25]1[C:37]2[CH2:36][C:35]3[C:30](=[CH:31][CH:32]=[CH:33][CH:34]=3)[C:29]=2[CH:28]=[CH:27][CH:26]=1>O.C1(C)C=CC(S(O)(=O)=O)=CC=1.O>[C:11]([C:9]1[CH:10]=[C:5]([C:1]([CH3:4])([CH3:3])[CH3:2])[C:6]2[O:15][C:16](=[O:20])[CH:17]([C:32]3[CH:33]=[CH:34][C:35]4[CH2:36][C:37]5[C:29]([C:30]=4[CH:31]=3)=[CH:28][CH:27]=[CH:26][CH:25]=5)[C:7]=2[CH:8]=1)([CH3:14])([CH3:13])[CH3:12] |f:4.5|. Reported procedure: A mixture of 15.9 g (75 mmol) of 2,4di-tert-butylphenol (97%), 12.2 g (82 mmol) of 50% aqueous glyoxylic acid, 40 mg (0.20 mmol) of p-toluenesulfonic acid monohydrate and 25 ml of 1,2-dichloroethane is refluxed for 3.5 hours under nitrogen on a water separator. The reaction mixture is thereafter concentrated on a vacuum rotary evaporator. The residue is dissolved in 30 ml of n-octane and 12.5 g (75 mmol) of fluorene and 3 g of Fulcat 22B are added to the solution. This reaction mixture is reflux... Reactants: C[C@H]([C@H](C1=CC=CC=C1)O)N (norephedrine), C[C@@H](CC=1C=CC=CC1)N (dextroamphetamine), 1R,2S-(−)-norephedrine. Yields the product C(C)(=O)NC(C)CC1=CC=CC=C1 (N-acetylamphetamine), carbonyl. RXN SMILES: [CH3:1][C@H:2]([NH2:10])[CH2:3][C:4]1[CH:5]=[CH:6][CH:7]=[CH:8][CH:9]=1.C[C@@H:12](N)[C@@H:13]([OH:20])C1C=CC=CC=1>>[C:13]([NH:10][CH:2]([CH2:3][C:4]1[CH:9]=[CH:8][CH:7]=[CH:6][CH:5]=1)[CH3:1])(=[O:20])[CH3:12]. Reported procedure: The commercially available precursor to dextroamphetamine is 1R,2S-(−)-norephedrine. Attempts were made to O-acetylate the norephedrine free base, but produced mostly N-acetylamphetamine according to an analysis of the carbonyl region of the infrared spectra. In one experiment, norephedrine free base in acetic acid was treated with 0.5 equivalents of sulfuric acid and then treated with 1.1 equivalents of acetic anhydride with heating to 63° C. to obtain a clear solution. Catalytic reduction foll... Starting materials: FC(C(=O)O)(F)F (Trifluoroacetic acid), C(C)(C)(C)OC(=O)N1CCN(C2=CC=C(C=C12)C(CC(=O)OCC)C)C(CC1=CC(=C(C=C1)NC(=O)NC1=C(C=CC=C1)C)OC)=O (7-(2-ethoxycarbonyl-1-methyl-ethyl)-4-{[3-methoxy-4-(3-o-tolyl-ureido)-phenyl]-acetyl}-3,4-dihydro-2H-quinoxaline-1-carboxylic acid tert-butyl ester), FC(C(=O)O)(F)F (trifluoroacetic acid), ice, [OH-].[Na+] (sodium hydroxide). Run in ClCCl (dichloromethane). Reaction conditions: time 4 hour. Yields the product C(C)OC(CC(C)C=1C=C2NCCN(C2=CC1)C(CC1=CC(=C(C=C1)NC(=O)NC1=C(C=CC=C1)C)OC)=O)=O (3-(1-{[3-Methoxy-4-(3-o-tolyl-ureido)-phenyl]-acetyl}-1,2,3,4-tetrahydro-quinoxalin-6-yl)-butyric acid ethyl ester). Yield: 87.8%. RXN SMILES: FC(F)(F)C(O)=O.C(OC([N:15]1[C:24]2[C:19](=[CH:20][CH:21]=[C:22]([CH:25]([CH3:32])[CH2:26][C:27]([O:29][CH2:30][CH3:31])=[O:28])[CH:23]=2)[N:18]([C:33](=[O:54])[CH2:34][C:35]2[CH:40]=[CH:39][C:38]([NH:41][C:42]([NH:44][C:45]3[CH:50]=[CH:49][CH:48]=[CH:47][C:46]=3[CH3:51])=[O:43])=[C:37]([O:52][CH3:53])[CH:36]=2)[CH2:17][CH2:16]1)=O)(C)(C)C.[OH-].[Na+]>ClCCl>[CH2:30]([O:29][C:27](=[O:28])[CH2:26][CH:25]([C:22]1[CH:23]=[C:24]2[C:19](=[CH:20][CH:21]=1)[N:18]([C:33](=[O:54])[CH2:34][C:35]1[CH:40]=[CH:39][C:38]([NH:41][C:42]([NH:44][C:45]3[CH:50]=[CH:49][CH:48]=[CH:47][C:46]=3[CH3:51])=[O:43])=[C:37]([O:52][CH3:53])[CH:36]=1)[CH2:17][CH2:16][NH:15]2)[CH3:32])[CH3:31] |f:2.3|. Procedure: Trifluoroacetic acid (574 μl) was added to a stirred solution of 7-(2-ethoxycarbonyl-1-methyl-ethyl)-4-{[3-methoxy-4-(3-o-tolyl-ureido)-phenyl]-acetyl}-3,4-dihydro-2H-quinoxaline-1-carboxylic acid tert-butyl ester (376 mg, Reference Example 18) in dichloromethane (4 ml) at 0° C. After stirring at 0° C. for 2 hours a further aliquot of trifluoroacetic acid (3.5 ml) was added and stirring was continued at 0° C. for a further 4 hours. The reaction mixture was poured onto a mixture of ice (75 ml) an...